This data is from the Open Reaction Database (ORD), a public repository of structured organic reaction records. The task is: describe an organic reaction: reactants, conditions, products, and yield Reactants: COC(CC1C(N(C2=CC=CC=C2C1)CCC(C)C)=O)=O ([1-(3-methyl-butyl)-2-oxo-1,2,3,4-tetrahydro-quinolin-3-yl]-acetic acid methyl ester), NO (NH2OH), [OH-].[Na+] (NaOH). The solvent is C1CCOC1 (THF). Run at time 12 hour. Yields the product ONC(CC1C(N(C2=CC=CC=C2C1)CCC(C)C)=O)=O (N-hydroxy-2-[1-(3-methyl-butyl)-2-oxo-1,2,3,4-tetrahydro-quinolin-3-yl]-acetamide). RXN SMILES: C[O:2][C:3](=O)[CH2:4][CH:5]1[CH2:14][C:13]2[C:8](=[CH:9][CH:10]=[CH:11][CH:12]=2)[N:7]([CH2:15][CH2:16][CH:17]([CH3:19])[CH3:18])[C:6]1=[O:20].[NH2:22][OH:23].[OH-].[Na+]>C1COCC1>[OH:23][NH:22][C:3](=[O:2])[CH2:4][CH:5]1[CH2:14][C:13]2[C:8](=[CH:9][CH:10]=[CH:11][CH:12]=2)[N:7]([CH2:15][CH2:16][CH:17]([CH3:19])[CH3:18])[C:6]1=[O:20] |f:2.3|. Reported procedure: The crude [1-(3-methyl-butyl)-2-oxo-1,2,3,4-tetrahydro-quinolin-3-yl]-acetic acid methyl ester obtained in the previous step is dissolved in 0.5 mL of anhydrous THF. Freshly prepared NH2OH (0.77 M in MeOH) (0.44 mL) (also containing 0.77M NaOH) is then added and the mixture is stirred at room temperature for 12 hours. The final product N-hydroxy-2-[1-(3-methyl-butyl)-2-oxo-1,2,3,4-tetrahydro-quinolin-3-yl]-acetamide is obtained by preparative LC/MS using 1 to 99% ACN as gradient. 1H NMR (400 MHz... Reactants: CCCC(C(=O)OC)c1c(C)nc2cc(C(C)(C)C)nn2c1-c1ccc2c(c1)CCO2, CO, [Na+], [OH-], O. The product is CCCC(C(=O)O)c1c(C)nc2cc(C(C)(C)C)nn2c1-c1ccc2c(c1)CCO2. RXN SMILES: [C:1]([CH3:2])([CH3:3])([CH3:4])[c:5]1[n:6][n:7]2[c:8]([n:9][c:10]([CH3:30])[c:11]([CH:22]([C:23](=[O:24])[O:25][CH3:26])[CH2:27][CH2:28][CH3:29])[c:12]2-[c:13]2[cH:14][cH:15][c:16]3[c:17]([cH:21]2)[CH2:18][CH2:19][O:20]3)[cH:31]1.[CH3:35][OH:36].[Na+:33].[OH-:32].[OH2:34]>>[C:1]([CH3:2])([CH3:3])([CH3:4])[c:5]1[n:6][n:7]2[c:8]([n:9][c:10]([CH3:30])[c:11]([CH:22]([C:23](=[O:24])[OH:25])[CH2:27][CH2:28][CH3:29])[c:12]2-[c:13]2[cH:14][cH:15][c:16]3[c:17]([cH:21]2)[CH2:18][CH2:19][O:20]3)[cH:31]1. Reactants: [Li]C(C)(C)C, CCC(C=O)CC, C1CCOC1, Cc1ccc(S(=O)(=O)n2cccn2)cc1. Yields the product CCC(CC)C(O)c1ccnn1S(=O)(=O)c1ccc(C)cc1. Reaction SMILES: [C:16]([Li:17])([CH3:18])([CH3:19])[CH3:20].[CH2:21]([CH3:22])[CH:23]([CH:24]=[O:25])[CH2:26][CH3:27].[CH2:28]1[O:29][CH2:30][CH2:31][CH2:32]1.[CH3:1][c:2]1[cH:3][cH:4][c:5]([S:8](=[O:9])(=[O:10])[n:11]2[n:12][cH:13][cH:14][cH:15]2)[cH:6][cH:7]1>>[CH3:1][c:2]1[cH:3][cH:4][c:5]([S:8](=[O:9])(=[O:10])[n:11]2[n:12][cH:13][cH:14][c:15]2[CH:24]([CH:23]([CH2:21][CH3:22])[CH2:26][CH3:27])[OH:25])[cH:6][cH:7]1. Starting materials: C(=O)(O)C1=C(C=O)C=CC=C1 (2-carboxybenzaldehyde), N[C@H](C(C)(C)S)C(=O)O (D-penicillamine). The solvent is O (water). Conditions: time 3 hour. The product is C(=O)(O)C1=C(C=CC=C1)C1SC([C@@H](N1)C(=O)O)(C)C (2-(2-Carboxyphenyl)-5,5-dimethylthiazolidine-4(S)-carboxylic acid). RXN SMILES: [C:1]([C:4]1[CH:11]=[CH:10][CH:9]=[CH:8][C:5]=1[CH:6]=O)([OH:3])=[O:2].[NH2:12][C@@H:13]([C:18]([OH:20])=[O:19])[C:14]([SH:17])([CH3:16])[CH3:15]>O>[C:1]([C:4]1[CH:11]=[CH:10][CH:9]=[CH:8][C:5]=1[CH:6]1[NH:12][C@@H:13]([C:18]([OH:20])=[O:19])[C:14]([CH3:16])([CH3:15])[S:17]1)([OH:3])=[O:2]. Procedure: A mixture containing 6 g (30 mmoles) of 2-carboxybenzaldehyde and 6 g (30 mmoles) of D-penicillamine in 44 ml of water is stirred for 3 hours. The precipitate is filtered out and washed with aqueous methanol to given the crude title acid in a yield of 9.86 g (82.6%) which can be recrystallized from methanol containing water, m.p.: 185°-186° C. [α]D18 =+385° (c=0.51, methanol). Starting materials: Cc1cc(-c2noc(C(F)(F)F)n2)cc(C)c1OCCCc1ccc(CCl)nc1, CN(C)C=O. Product: Cc1cc(-c2noc(C(F)(F)F)n2)cc(C)c1OCCCc1ccc(CO)nc1. As a reaction SMILES: [Cl:1][CH2:2][c:3]1[cH:4][cH:5][c:6]([CH2:9][CH2:10][CH2:11][O:12][c:13]2[c:14]([CH3:29])[cH:15][c:16](-[c:20]3[n:21][o:22][c:23]([C:25]([F:26])([F:27])[F:28])[n:24]3)[cH:17][c:18]2[CH3:19])[cH:7][n:8]1.[O:30]=[CH:31][N:32]([CH3:33])[CH3:34]>>[CH2:2]([c:3]1[cH:4][cH:5][c:6]([CH2:9][CH2:10][CH2:11][O:12][c:13]2[c:14]([CH3:29])[cH:15][c:16](-[c:20]3[n:21][o:22][c:23]([C:25]([F:26])([F:27])[F:28])[n:24]3)[cH:17][c:18]2[CH3:19])[cH:7][n:8]1)[OH:30]. Reactants: C[C@@H]1NC[C@H](NC1)C (Trans-2,5-dimethylpiperazine), C(C)(C)N(C(C)C)CC (N,N-diisopropylethylamine), ClC=1C2=C(N=CN1)NC=C2C (4-chloro-5-methyl-7H-pyrrolo[2,3-d]pyrimidine). Run in C(C)(C)O (isopropanol). Conditions: temperature 150 celsius. Product: C[C@@H]1N(C[C@H](NC1)C)C=1C2=C(N=CN1)NC=C2C (4-(trans-2,5-dimethylpiperazin-1-yl)-5-methyl-7H-pyrrolo[2,3-d]pyrimidine). The yield is 13.9%. RXN SMILES: [CH3:1][C@H:2]1[CH2:7][NH:6][C@H:5]([CH3:8])[CH2:4][NH:3]1.C(N(CC)C(C)C)(C)C.Cl[C:19]1[C:20]2[C:27]([CH3:28])=[CH:26][NH:25][C:21]=2[N:22]=[CH:23][N:24]=1>C(O)(C)C>[CH3:1][C@H:2]1[CH2:7][NH:6][C@H:5]([CH3:8])[CH2:4][N:3]1[C:19]1[C:20]2[C:27]([CH3:28])=[CH:26][NH:25][C:21]=2[N:22]=[CH:23][N:24]=1. Reported procedure: Trans-2,5-dimethylpiperazine (1 g, 8.8 mmol), N,N-diisopropylethylamine (1 ml) and 4-chloro-5-methyl-7H-pyrrolo[2,3-d]pyrimidine (2 g, 11.9 mmol) were added to isopropanol (10 ml). The solution was heated in a microwave at 150° C. for 6 hours, then concentrated under vacuum. The material was purified by prep HPLC (Sunfire C18 30×250 mm column. 10-100% MeCN:H2O (10 mM NH4OAc), 18 min., 45 ml/min.) to give 4-(trans-2,5-dimethylpiperazin-1-yl)-5-methyl-7H-pyrrolo[2,3-d]pyrimidine (0.30 g, 14%). Starting materials: C(C)(=O)Cl (acetyl chloride), N[C@@H](CO)C(=O)O (H-Ser-OH). The solvent is CO (Methanol). Run at time 10 minute. The product is Cl.N[C@H](C(=O)OC)CO ((S)-methyl 2-amino-3-hydroxypropanoate hydrochloride). RXN SMILES: [C:1]([Cl:4])(=O)C.[NH2:5][C@H:6]([C:9]([OH:11])=[O:10])[CH2:7][OH:8]>CO>[ClH:4].[NH2:5][C@@H:6]([CH2:7][OH:8])[C:9]([O:11][CH3:1])=[O:10] |f:3.4|. Procedure: Methanol (450 mL) in a round-bottom flask was cooled to 0° C. and acetyl chloride (55 mL, 0.77 mol) was added dropwise. After completion of the addition, the mixture was stirred at ambient temperature for 10 min and H-Ser-OH (30 g, 0.29 mol) was added in three portions. The reaction mixture was heated at 80° C. for 2 h and then concentrated. The residue was dried under vacuum to afford (S)-methyl 2-amino-3-hydroxypropanoate hydrochloride (quantitative) as a colorless solid, which was used in the... Reactants: [OH-].[Na+] (NaOH), C(C)OC(=O)C=1NC2=CC=C(C=C2C1)OCC1CCN(CC1)C (5-((1-Methylpiperidin-4-yl)methoxy)-1H-indole-2-carboxylic acid ethyl ester), Cl (HCl). Solvent: O (water), CO (MeOH). Product: Cl.CN1CCC(CC1)COC=1C=C2C=C(NC2=CC1)C(=O)O (5-((1-Methylpiperidin-4-yl)methoxy)-1H-indole-2-carboxylic acid hydrochloride). The yield is 69.0%. RXN SMILES: C([O:3][C:4]([C:6]1[NH:7][C:8]2[C:13]([CH:14]=1)=[CH:12][C:11]([O:15][CH2:16][CH:17]1[CH2:22][CH2:21][N:20]([CH3:23])[CH2:19][CH2:18]1)=[CH:10][CH:9]=2)=[O:5])C.[OH-].[Na+].[ClH:26]>CO.O>[ClH:26].[CH3:23][N:20]1[CH2:21][CH2:22][CH:17]([CH2:16][O:15][C:11]2[CH:12]=[C:13]3[C:8](=[CH:9][CH:10]=2)[NH:7][C:6]([C:4]([OH:5])=[O:3])=[CH:14]3)[CH2:18][CH2:19]1 |f:1.2,6.7|. Procedure: A suspension of ester 26 (1.00 g, 3.16 mmol) in MeOH (8 mL) was treated with a solution of NaOH (155 mg, 3.88 mmol) in water (4 mL) and heated at reflux for 3.5 h. After cooling to room temperature, the solution was adjusted to pH 6 with 2 M HCl and the solvent was removed under reduced pressure. The residue was dissolved in MeOH, 2 M HCl was added dropwise, and the formed precipitate was collected by filtration to give 27 (712 mg, 69%) as a brown solid. The residue obtained after evaporation of... Reactants: O=C1CCC(=O)N1Br, C1CCCCC1, ClCCl, O, COc1cc(O)c(C=O)cc1C(C)(C)C. Yields the product COc1c(C(C)(C)C)cc(C=O)c(O)c1Br. As a reaction SMILES: [Br:16][N:17]1[C:18](=[O:19])[CH2:20][CH2:21][C:22]1=[O:23].[CH2:25]1[CH2:26][CH2:27][CH2:28][CH2:29][CH2:30]1.[CH2:31]([Cl:32])[Cl:33].[OH2:24].[OH:1][c:2]1[c:3]([CH:4]=[O:5])[cH:6][c:7]([C:12]([CH3:13])([CH3:14])[CH3:15])[c:8]([O:10][CH3:11])[cH:9]1>>[OH:1][c:2]1[c:3]([CH:4]=[O:5])[cH:6][c:7]([C:12]([CH3:13])([CH3:14])[CH3:15])[c:8]([O:10][CH3:11])[c:9]1[Br:16]. Starting materials: ClC=1C=C(CN=C=O)C=CC1Cl (3,4-dichlorobenzyl isocyanate), Cl.ClCC=1N=C(SC1)N (4-(chloromethyl)thiazol-2-amine hydrochloride), CCN(C(C)C)C(C)C (DIPEA). Solvent: ClCCl (dichloromethane), ClCCl (dichloromethane). Reaction conditions: time 8 hour. The product is ClC=1C=C(CNC(=O)NC=2SC=C(N2)CCl)C=CC1Cl (1-(3,4-dichlorobenzyl)-3-(4-(chloromethyl)thiazol-2-yl)urea). The yield is 73.2%. As a reaction SMILES: Cl.[Cl:2][CH2:3][C:4]1[N:5]=[C:6]([NH2:9])[S:7][CH:8]=1.[Cl:10][C:11]1[CH:12]=[C:13]([CH:18]=[CH:19][C:20]=1[Cl:21])[CH2:14][N:15]=[C:16]=[O:17].CCN(C(C)C)C(C)C>ClCCl>[Cl:10][C:11]1[CH:12]=[C:13]([CH:18]=[CH:19][C:20]=1[Cl:21])[CH2:14][NH:15][C:16]([NH:9][C:6]1[S:7][CH:8]=[C:4]([CH2:3][Cl:2])[N:5]=1)=[O:17] |f:0.1|. Procedure: To a suspension of 4-(chloromethyl)thiazol-2-amine hydrochloride (7.55 g, 41 mmol) in dichloromethane (150 mL) at 0° C. was added 3,4-dichlorobenzyl isocyanate (8.27 g, 41 mmol). A solution of DIPEA in dichloromethane (30 mL) was added over a period of 30 min and the mixture was stirred overnight at room temperature. Evaporation of the volatiles in vacuo followed by purification by column chromatography (EtOAc/heptane 1/1) afforded 1-(3,4-dichlorobenzyl)-3-(4-(chloromethyl)thiazol-2-yl)urea as a...